Dataset: the Open Reaction Database (ORD), a public repository of structured organic reaction records. Task: describe an organic reaction: reactants, conditions, products, and yield Reactants: CCCOc1cccnc1C(C#N)c1ccc(F)cc1, O=C([O-])[O-], [K+], [K+], O. The product is CCCOc1cccnc1C(=O)c1ccc(F)cc1. As a reaction SMILES: [C:1](#[N:2])[CH:3]([c:4]1[cH:5][cH:6][c:7]([F:10])[cH:8][cH:9]1)[c:11]1[n:12][cH:13][cH:14][cH:15][c:16]1[O:17][CH2:18][CH2:19][CH3:20].[C:21]([O-:22])(=[O:23])[O-:24].[K+:25].[K+:26].[OH2:27]>>[C:3]([c:4]1[cH:5][cH:6][c:7]([F:10])[cH:8][cH:9]1)([c:11]1[n:12][cH:13][cH:14][cH:15][c:16]1[O:17][CH2:18][CH2:19][CH3:20])=[O:22].